From a dataset of the Open Reaction Database (ORD), a public repository of structured organic reaction records. describe an organic reaction: reactants, conditions, products, and yield Starting materials: CNC, Cl, Cc1cc(-c2ccc3c(c2)CN(c2cc(N4CCN(C)CC4)nc(N)n2)CC3)cnc1C(=O)O. As a reaction SMILES: [CH3:36][NH:37][CH3:38].[ClH:35].[NH2:1][c:2]1[n:3][c:4]([N:28]2[CH2:29][CH2:30][N:31]([CH3:34])[CH2:32][CH2:33]2)[cH:5][c:6]([N:8]2[CH2:9][c:10]3[cH:11][c:12](-[c:18]4[cH:19][c:20]([CH3:27])[c:21]([C:24](=[O:25])[OH:26])[n:22][cH:23]4)[cH:13][cH:14][c:15]3[CH2:16][CH2:17]2)[n:7]1>>[NH2:1][c:2]1[n:3][c:4]([N:28]2[CH2:29][CH2:30][N:31]([CH3:34])[CH2:32][CH2:33]2)[cH:5][c:6]([N:8]2[CH2:9][c:10]3[cH:11][c:12](-[c:18]4[cH:19][c:20]([CH3:27])[c:21]([C:24](=[O:25])[N:37]([CH3:36])[CH3:38])[n:22][cH:23]4)[cH:13][cH:14][c:15]3[CH2:16][CH2:17]2)[n:7]1. The product is Cc1cc(-c2ccc3c(c2)CN(c2cc(N4CCN(C)CC4)nc(N)n2)CC3)cnc1C(=O)N(C)C. Procedure details: Using procedures analogous to those of D. W. Robertson, et. al., J. Med. Chem., 35, 310 (1992) and V. Peesapati, and N. Lingaiah, Org. Prep. Proc. Int., 24(1), 27 (1992), the hydroxy group of methyl 3-hydroxybenzoate was alkylated with 3-chloro-2-methyl-1-propene to give methyl 3-(2-methyl-2-propenyloxy)benzoate. This material then underwent a 3,3 sigmatrophic shift to give methyl 3-hydroxy-4-(2-methyl-2-propenyl)benzoate. Formic acid catalyzed ring closure resulted in 2,2-dimethyl-6-carboxymeth... Reactants: OC=1C=C(C(=O)OC)C=CC1 (methyl 3-hydroxybenzoate), ClCC(=C)C (3-chloro-2-methyl-1-propene). RXN SMILES: [OH:1][C:2]1[CH:3]=[C:4]([CH:9]=[CH:10][CH:11]=1)[C:5]([O:7][CH3:8])=[O:6].Cl[CH2:13][C:14]([CH3:16])=[CH2:15]>>[CH3:15][C:14](=[CH2:13])[CH2:16][O:1][C:2]1[CH:3]=[C:4]([CH:9]=[CH:10][CH:11]=1)[C:5]([O:7][CH3:8])=[O:6]. Product: CC(COC=1C=C(C(=O)OC)C=CC1)=C (methyl 3-(2-methyl-2-propenyloxy)benzoate). The reactants are COC(C1=CC(=C(C(=C1)OC)C)OC)=O (3,5-Dimethoxy-4-methyl-benzoic acid methyl ester), BrBr (bromine). Run in ClCCl (dichloromethane), ClCCl (dichloromethane). Run at time 5 hour. Product: COC(C1=C(C(=C(C(=C1)OC)C)OC)Br)=O (2-Bromo-3,5-dimethoxy-4-methyl-benzoic acid methyl ester). Isolated yield 95.0%. RXN SMILES: [CH3:1][O:2][C:3](=[O:15])[C:4]1[CH:9]=[C:8]([O:10][CH3:11])[C:7]([CH3:12])=[C:6]([O:13][CH3:14])[CH:5]=1.[Br:16]Br>ClCCl>[CH3:1][O:2][C:3](=[O:15])[C:4]1[CH:5]=[C:6]([O:13][CH3:14])[C:7]([CH3:12])=[C:8]([O:10][CH3:11])[C:9]=1[Br:16]. Reported procedure: 3,5-Dimethoxy-4-methyl-benzoic acid methyl ester (1 mmol) was taken in 2 mL of dichloromethane, and a solution of bromine (1 mmol) in 0.5 mL of dichloromethane was added from a pressure-equalizing dropping funnel at room temperature over a period of 1.5 h. A NaOH trap system was provided on top of the addition funnel. The mixture was then stirred for 5 h and the solvent was evaporated off to give 2-Bromo-3,5-dimethoxy-4-methyl-benzoic acid methyl ester (95%). Yields the product OC(C)C1=CC=C(C=C1)C(F)(F)F (1-(1-hydroxylethyl)-4-trifluoromethylbenzene). Procedure details: Magnesium (3.71 g/0.153 mol) was placed into a flask of the egg-plant type, followed by the replacement of air by nitrogen and addition of 30 ml of ether. While gently stirring the mixture, a solution of methyl iodide (24.4 g/0.172 mol) in ether (20 ml) was slowly added dropwise to the mixture, and the resulting mixture was refluxed with heating for 30 minutes. The mixture was cooled to room temperature, and a solution of 4-trifluoromethylbenzaldehyde (25.1 g/0.144 mole) in ether (20 ml) was slo... Solvent: CCOCC (ether), CCOCC (ether), CCOCC (ether), O (water). RXN SMILES: [Mg].[CH3:2]I.[F:4][C:5]([F:15])([F:14])[C:6]1[CH:13]=[CH:12][C:9]([CH:10]=[O:11])=[CH:8][CH:7]=1.Cl>CCOCC.O>[OH:11][CH:10]([C:9]1[CH:12]=[CH:13][C:6]([C:5]([F:14])([F:15])[F:4])=[CH:7][CH:8]=1)[CH3:2]. The reactants are [Mg] (Magnesium), CI (methyl iodide), FC(C1=CC=C(C=O)C=C1)(F)F (4-trifluoromethylbenzaldehyde), Cl (hydrochloric acid).